Dataset: the Open Reaction Database (ORD), a public repository of structured organic reaction records. Task: describe an organic reaction: reactants, conditions, products, and yield The reactants are C(C)C1(OCCO1)C=1SC=C(C1)CCC=1C=C(C(C(=O)OC)=CC1)C(=O)OC (dimethyl 4-{2-[2-(2-ethyl-[1,3]dioxolan-2-yl)-4-thienyl]ethyl}phthalate), [H-].[Al+3].[Li+].[H-].[H-].[H-] (lithium aluminium hydride). Yields the product C(C)C1(OCCO1)C=1SC=C(C1)CCC1=CC(=C(C=C1)CO)CO ((4-{2-[2-(2-Ethyl-[1,3]dioxolan-2-yl)-4-thienyl]-ethyl}-2-hydroxymethylphenyl)methanol). As a reaction SMILES: [CH2:1]([C:3]1([C:8]2[S:9][CH:10]=[C:11]([CH2:13][CH2:14][C:15]3[CH:16]=[C:17]([C:25](OC)=[O:26])[C:18](=[CH:23][CH:24]=3)[C:19](OC)=[O:20])[CH:12]=2)[O:7][CH2:6][CH2:5][O:4]1)[CH3:2].[H-].[Al+3].[Li+].[H-].[H-].[H-]>>[CH2:1]([C:3]1([C:8]2[S:9][CH:10]=[C:11]([CH2:13][CH2:14][C:15]3[CH:24]=[CH:23][C:18]([CH2:19][OH:20])=[C:17]([CH2:25][OH:26])[CH:16]=3)[CH:12]=2)[O:4][CH2:5][CH2:6][O:7]1)[CH3:2] |f:1.2.3.4.5.6|. Procedure details: In a manner similar to that of Example 6(f), by reaction of 6.7 g (18 mmol) of dimethyl 4-{2-[2-(2-ethyl-[1,3]dioxolan-2-yl)-4-thienyl]ethyl}phthalate with 1.6 g (43 mmol) of lithium aluminium hydride, the desired product is obtained in the form of a colourless oil (m=5.3 g; Y=85%). The reactants are CNCCO (2-(methylamino)ethanol), CS(=O)(=O)Cl (Methanesulfonyl chloride), ClC1=CC=C(CNC(=O)C2=CN(C3=CC=C(C=C3C2=O)CO)C)C=C1 (N-(4-chlorobenzyl)-6-(hydroxymethyl)-1-methyl-4-oxo-1,4-dihydro-3-quinolinecarboxamide), N1=C(C=C(C=C1C)C)C (2,4,6-collidine). Reagents/catalysts: CN(C)C=1C=CN=CC1 (DMAP). The solvent is O (water), CN(C)C=O (DMF). Conditions: time 8 hour. Product: ClC1=CC=C(CNC(=O)C2=CN(C3=CC=C(C=C3C2=O)CN(C)CCO)C)C=C1 (N-(4-Chlorobenzyl)-6-(((2-hydroxyethyl)(methyl)amino)-methyl)-1-methyl-4-oxo-1,4-dihydro-3-quinolinecarboxamide). The yield is 69.0%. Reaction SMILES: CS(Cl)(=O)=O.[Cl:6][C:7]1[CH:30]=[CH:29][C:10]([CH2:11][NH:12][C:13]([C:15]2[C:24](=[O:25])[C:23]3[C:18](=[CH:19][CH:20]=[C:21](CO)[CH:22]=3)[N:17]([CH3:28])[CH:16]=2)=[O:14])=[CH:9][CH:8]=1.N1C(C)=CC(C)=C[C:32]=1C.[CH3:40][NH:41][CH2:42][CH2:43][OH:44]>CN(C1C=CN=CC=1)C.CN(C=O)C.O>[Cl:6][C:7]1[CH:8]=[CH:9][C:10]([CH2:11][NH:12][C:13]([C:15]2[C:24](=[O:25])[C:23]3[C:18](=[CH:19][CH:20]=[C:21]([CH2:40][N:41]([CH2:42][CH2:43][OH:44])[CH3:32])[CH:22]=3)[N:17]([CH3:28])[CH:16]=2)=[O:14])=[CH:29][CH:30]=1. Reported procedure: Methanesulfonyl chloride (0.065 mL) is added to a cold (0° C.) solution of N-(4-chlorobenzyl)-6-(hydroxymethyl)-1-methyl-4-oxo-1,4-dihydro-3-quinolinecarboxamide (0.27 g) from Preparation No. 10, DMAP (0.017 g), and 2,4,6-collidine (0.12 mL) in anhydrous DMF (14 mL). The mixture is stirred at room temperature overnight and 2-(methylamino)ethanol (0.61 mL) is added. The reaction mixture is stirred at room temperature for 2 h, poured into water, and extracted with CH2Cl2 (3×). The organic layers a... Reactants: CC(=O)C.OS(=O)(=O)O.O=[Cr](=O)=O (Jones reagent), C(C)(=O)O[C@@H]1C[C@@H]2CC[C@H]3[C@@H]4CC[C@@H]([C@@]4(C)CC[C@@H]3[C@]2([C@@H](C1)C)CO)OC(C)=O (1β-methyl-5α-androstane-3β,17β,19-triol 3,17-diacetate). Solvent: CC(=O)C (acetone), CC(=O)C (acetone). Conditions: temperature 0 celsius, time 15 minute. The product is C(C)(=O)O.C(C)(=O)O.O[C@@H]1C[C@@H]2CC[C@H]3[C@@H]4CC[C@@H]([C@@]4(C)CC[C@@H]3[C@]2([C@@H](C1)C)C=O)O (3β,17β-dihydroxy-1β-methyl-5α-androstan-19-one diacetate). As a reaction SMILES: CC(C)=O.OS(O)(=O)=O.O=[Cr](=O)=O.[C:14]([O:17][C@H:18]1[CH2:35][C@@H:34]([CH3:36])[C@@:33]2([CH2:37][OH:38])[C@@H:20]([CH2:21][CH2:22][C@@H:23]3[C@@H:32]2[CH2:31][CH2:30][C@@:28]2([CH3:29])[C@H:24]3[CH2:25][CH2:26][C@@H:27]2[O:39]C(=O)C)[CH2:19]1)(=[O:16])[CH3:15]>CC(C)=O>[C:14]([OH:17])(=[O:16])[CH3:15].[C:14]([OH:17])(=[O:16])[CH3:15].[OH:17][C@H:18]1[CH2:35][C@@H:34]([CH3:36])[C@@:33]2([CH:37]=[O:38])[C@@H:20]([CH2:21][CH2:22][C@@H:23]3[C@@H:32]2[CH2:31][CH2:30][C@@:28]2([CH3:29])[C@H:24]3[CH2:25][CH2:26][C@@H:27]2[OH:39])[CH2:19]1 |f:0.1.2,5.6.7|. Procedure: One equivalent of Jones reagent is added dropwise to a stirred solution of 1β-methyl-5α-androstane-3β,17β,19-triol 3,17-diacetate in acetone chilled to 0° C. After 15 minutes at 0° C., the acetone layer is poured onto ice water. The solid which forms is filtered and crystallized from an ether-hexane solution to yield 3β,17β-dihydroxy-1β-methyl-5α-androstan-19-one diacetate. This material is dissolved in aqueous methanol containing sodium carbonate and the solution heated at its reflux temperatur... Reactants: COC=1C=C(C(=O)NC=2SC(=C(N2)C2=CC=CC=C2)CC2=CC=C(C=C2)[N+](=O)[O-])C=CC1OC (3,4-dimethoxy-N-[5-(4-nitro-benzyl)-4-phenyl-thiazol-2-yl]-benzamide), B(Br)(Br)Br (boron tribromide). The product is OC=1C=C(C(=O)NC=2SC(=C(N2)C2=CC=CC=C2)CC2=CC=C(C=C2)[N+](=O)[O-])C=CC1O (3,4-dihydroxy-N-[5-(4-nitro-benzyl)-4-phenyl-thiazol-2-yl]-benzamide). The yield is 62.8%. As a reaction SMILES: C[O:2][C:3]1[CH:4]=[C:5]([CH:30]=[CH:31][C:32]=1[O:33]C)[C:6]([NH:8][C:9]1[S:10][C:11]([CH2:20][C:21]2[CH:26]=[CH:25][C:24]([N+:27]([O-:29])=[O:28])=[CH:23][CH:22]=2)=[C:12]([C:14]2[CH:19]=[CH:18][CH:17]=[CH:16][CH:15]=2)[N:13]=1)=[O:7].B(Br)(Br)Br>>[OH:2][C:3]1[CH:4]=[C:5]([CH:30]=[CH:31][C:32]=1[OH:33])[C:6]([NH:8][C:9]1[S:10][C:11]([CH2:20][C:21]2[CH:26]=[CH:25][C:24]([N+:27]([O-:29])=[O:28])=[CH:23][CH:22]=2)=[C:12]([C:14]2[CH:15]=[CH:16][CH:17]=[CH:18][CH:19]=2)[N:13]=1)=[O:7]. Reported procedure: A procedure similar to that in Example 7 was used. 3,4-dimethoxy-N-[5-(4-nitro-benzyl)-4-phenyl-thiazol-2-yl]-benzamide prepared in Example 29 and boron tribromide were used as starting materials. The obtained crude product was recrystallized with acetone and ethyl acetate to give a product as a white solid in a yield of 62.8%, mp: 244└(Dec.). 1H-NMR (DMSO-d6, 400 MHz) δ: 4.42 (2H, s, CH2), 6.81 (1H, d, J=8.40 Hz, ArH), 7.38 (1H, t, J=7.60 Hz, ArH), 7.44˜7.55 (6H, m, ArH), 7.64 (2H, d, J=8.44 Hz...